Task: describe an organic reaction: reactants, conditions, products, and yield. Dataset: the Open Reaction Database (ORD), a public repository of structured organic reaction records Reactants: BrCCCC=C (5-Bromo-1-pentene), C(CCC)C1C(C2=CC=C(C=C2C1)OCOC)=O (2-butyl-5-(methoxymethoxy)-1-indanone), [H-].[Na+] (sodium hydride). The solvent is CN(C=O)C (DMF), CN(C=O)C (N,N-dimethylformamide), CN(C=O)C (DMF). Conditions: time 25 minute. The product is C(CCC)C1(C(C2=CC=C(C=C2C1)OCOC)=O)CCCC=C (2-butyl-5-(methoxymethoxy)-2-(4-pentenyl)-1-indanone). Reaction SMILES: [CH2:1]([CH:5]1[CH2:13][C:12]2[C:7](=[CH:8][CH:9]=[C:10]([O:14][CH2:15][O:16][CH3:17])[CH:11]=2)[C:6]1=[O:18])[CH2:2][CH2:3][CH3:4].[H-].[Na+].Br[CH2:22][CH2:23][CH2:24][CH:25]=[CH2:26]>CN(C)C=O>[CH2:1]([C:5]1([CH2:26][CH2:25][CH2:24][CH:23]=[CH2:22])[CH2:13][C:12]2[C:7](=[CH:8][CH:9]=[C:10]([O:14][CH2:15][O:16][CH3:17])[CH:11]=2)[C:6]1=[O:18])[CH2:2][CH2:3][CH3:4] |f:1.2|. Procedure: A solution of 2-butyl-5-(methoxymethoxy)-1-indanone (1.54 g, 6.2 mmol) in anhydrous N,N-dimethylformamide (DMF, 5 mL) was added to a suspension of sodium hydride (372 mg of a 60% dispersion in mineral oil, 9.3 mmol) in DMF (5 mL). The mixture was diluted with more DMF (2 mL, used to rinse in the indanone solution), placed under a nitrogen atmosphere, and stirred at room temperature for 25 minutes. 5-Bromo-1-pentene (1.47 mL, 12.4 mmol) was then added over 5 minutes, during which time the mixture... Starting materials: ClC=1C(=C(C=CC1)N)N (3-chloro-1,2-phenylenediamine), O=C(C(=O)OCC)C(=O)OCC (diethyl ketomalonate). The solvent is C(C)O (ethanol), C(C)O (ethanol). Yields the product ClC1=C2N=C(C(NC2=CC=C1)=O)C(=O)OCC (ethyl 5-chloro-2-oxo-1,2-dihydroquinoxaline-3-carboxylate). The yield is 56.5%. As a reaction SMILES: [Cl:1][C:2]1[C:3]([NH2:9])=[C:4]([NH2:8])[CH:5]=[CH:6][CH:7]=1.O=[C:11]([C:17](OCC)=[O:18])[C:12]([O:14][CH2:15][CH3:16])=[O:13]>C(O)C>[Cl:1][C:2]1[CH:7]=[CH:6][CH:5]=[C:4]2[C:3]=1[N:9]=[C:11]([C:12]([O:14][CH2:15][CH3:16])=[O:13])[C:17](=[O:18])[NH:8]2. Reported procedure: 10.5 g (73.6 mmol) of 3-chloro-1,2-phenylenediamine and 12.8 g (73.5 mmol) of diethyl ketomalonate were dissolved in ethanol, and the solution was heated to reflux for 3 hours. While heating to reflux, ethanol was added thereto until precipitated crystals dissolved. The reaction mixture was cooled to room temperature, and then precipitated crystals were separated by filtration. The filter cake was washed with cold ethanol, and then dried, to obtain 10.5 g (yield: 51%) of ethyl 5-chloro-2-oxo-1,2... Reactants: CS(=O)(=O)CCC1CCN(CC1)C(=O)OC(C)(C)C (1,1-dimethylethyl 4-[2-(methylsulfonyl)ethyl]-1-piperidinecarboxylate), Cl (HCl). Run in CO (MeOH), CO (MeOH). Run at time 8 hour. The product is Cl.CS(=O)(=O)CCC1CCNCC1 (4-[2-(methylsulfonyl)ethyl]piperidine hydrochloride). Isolated yield 72.0%. Reaction SMILES: [CH3:1][S:2]([CH2:5][CH2:6][CH:7]1[CH2:12][CH2:11][N:10](C(OC(C)(C)C)=O)[CH2:9][CH2:8]1)(=[O:4])=[O:3].[ClH:20]>CO>[ClH:20].[CH3:1][S:2]([CH2:5][CH2:6][CH:7]1[CH2:12][CH2:11][NH:10][CH2:9][CH2:8]1)(=[O:4])=[O:3] |f:3.4|. Procedure: To 1,1-dimethylethyl 4-[2-(methylsulfonyl)ethyl]-1-piperidinecarboxylate (240 g, 824 mmol) in MeOH at 0° C. was added saturated HCl in MeOH slowly. The suspension was stirred at rt overnight. The mixture was washed with MeOH then dried by vacuum to provide the title compound of Step E (135 g, 593 mmol, 72%). 1H NMR (400 MHz, DMSO-d6) δ 1.25-1.40 (m, 2H), 1.52-1.65 (m, 3H), 1.70-1.80 (m, 2H), 2.68-2.83 (m, 2H), 2.79 (s, 3H), 3.07-3.20 (m, 4H). The reactants are NC1[C@@H]2N(C(=C(CS2)CO)C(=O)O)C1=O (7-Amino-3-hydroxymethyl-3-cephem-4-carboxylic acid), C1(CCCCC1)NC1CCCCC1 (dicyclohexylamine), resultant solution, C(C=1C(O)=CC=CC1)=O (salicylaldehyde). Solvent: O (water). Conditions: time 2 hour. The product is C1(CCCCC1)NC1CCCCC1.C(C=1C(O)=CC=CC1)=NC1[C@@H]2N(C(=C(CS2)CO)C(=O)O)C1=O (7-salicylideneamino-3-hydroxymethyl-3-cephem-4-carboxylic acid dicyclohexylamine salt). As a reaction SMILES: [NH2:1][CH:2]1[C:14](=[O:15])[N:4]2[C:5]([C:11]([OH:13])=[O:12])=[C:6]([CH2:9][OH:10])[CH2:7][S:8][C@H:3]12.[CH:16]1([NH:22][CH:23]2[CH2:28][CH2:27][CH2:26][CH2:25][CH2:24]2)[CH2:21][CH2:20][CH2:19][CH2:18][CH2:17]1.[CH:29](=O)[C:30]1[C:31](=[CH:33][CH:34]=[CH:35][CH:36]=1)[OH:32]>O>[CH:23]1([NH:22][CH:16]2[CH2:17][CH2:18][CH2:19][CH2:20][CH2:21]2)[CH2:24][CH2:25][CH2:26][CH2:27][CH2:28]1.[CH:29](=[N:1][CH:2]1[C:14](=[O:15])[N:4]2[C:5]([C:11]([OH:13])=[O:12])=[C:6]([CH2:9][OH:10])[CH2:7][S:8][C@H:3]12)[C:30]1[C:31](=[CH:33][CH:34]=[CH:35][CH:36]=1)[OH:32] |f:4.5|. Reported procedure: 7-Amino-3-hydroxymethyl-3-cephem-4-carboxylic acid (9.21 g) was suspended in water (200 ml) and neutralized to pH 7.5 with dicyclohexylamine (7 g). To the resultant solution was added dropwise salicylaldehyde. (5.42 g). After stirring at ambient temperature for 2 hours, the precipitates were collected by filtration and dried to give 7-salicylideneamino-3-hydroxymethyl-3-cephem-4-carboxylic acid dicyclohexylamine salt (17.4 g). Starting materials: ClC1=CC=C(C=C1)S(=O)(=O)CC#N (4-chlorophenylsulfonyl acetonitrile), BrCC#N (bromoacetonitrile), [H-].[Na+] (sodium hydride). Solvent: O1CCCC1 (THF), O1CCCC1 (THF), hexanes. Conditions: temperature 0 celsius, time 40 minute. Yields the product ClC1=CC=C(C=C1)S(=O)(=O)C(C#N)CC#N (2-(4-chlorophenylsulfonyl)succinonitrile). Isolated yield 11.8%. RXN SMILES: [H-].[Na+].[Cl:3][C:4]1[CH:9]=[CH:8][C:7]([S:10]([CH2:13][C:14]#[N:15])(=[O:12])=[O:11])=[CH:6][CH:5]=1.Br[CH2:17][C:18]#[N:19]>O1CCCC1>[Cl:3][C:4]1[CH:5]=[CH:6][C:7]([S:10]([CH:13]([CH2:17][C:18]#[N:19])[C:14]#[N:15])(=[O:11])=[O:12])=[CH:8][CH:9]=1 |f:0.1|. Procedure details: To a 500 mL reaction flask was added 2.0 g (51.0 mmole) sodium hydride (60% dispersion in oil) and 20 mL hexanes. The hexanes were removed by pipette and replaced by 90 mL dry tetrahydrofuran (THF). The suspension was cooled to 0° C. and a solution of 10.0 g (46.4 mmole) 4-chlorophenylsulfonyl acetonitrile in 90 mL THF was added via addition funnel over 10 minutes maintaining the reaction temperature below 12° C. The resulting solution was removed from the cold bath and stirred at room temperatu...